The task is: describe an organic reaction: reactants, conditions, products, and yield. This data is from the Open Reaction Database (ORD), a public repository of structured organic reaction records. Starting materials: C(C)(C)(C)OC(N[C@H]1[C@@H](CCCC1)O)=O (racemic trans-(2-hydroxy-cyclohexyl)-carbamic acid tert-butyl ester), [H-].[Al+3].[Li+].[H-].[H-].[H-] (lithium aluminium hydride), O (water), [OH-].[Na+] (sodium hydroxide), O (water). The solvent is C1CCOC1 (THF). Conditions: time 45 minute. Product: CN[C@H]1[C@@H](CCCC1)O (racemic trans-2-Methylamino-cyclohexanol). Reaction SMILES: C(O[C:6](=O)[NH:7][C@@H:8]1[CH2:13][CH2:12][CH2:11][CH2:10][C@H:9]1[OH:14])(C)(C)C.[H-].[Al+3].[Li+].[H-].[H-].[H-].O.[OH-].[Na+]>C1COCC1>[CH3:6][NH:7][C@@H:8]1[CH2:13][CH2:12][CH2:11][CH2:10][C@H:9]1[OH:14] |f:1.2.3.4.5.6,8.9|. Procedure details: 3.51 g racemic trans-(2-hydroxy-cyclohexyl)-carbamic acid tert-butyl ester were added to a suspension of 3.09 g lithium aluminium hydride in THF. The reaction mixture was heated at reflux over night. After that time subsequently 3.1 ml water, 3.1 ml sodium hydroxide solution (2M) and 3.1 ml water were added. The mixture was then stirred for 45 minutes and then filtered through celite. The celite was washed with EtOAc. The solvent was evaporated. Reactants: O=C([O-])[O-], Cc1c2c(n(-c3ccccc3Cl)c1-c1ccc(O)cc1)CCN(N1CCCCC1)C2=O, FC(F)(F)CCCI, [K+], [K+], CN(C)C=O, O. Product: Cc1c2c(n(-c3ccccc3Cl)c1-c1ccc(OCCCC(F)(F)F)cc1)CCN(N1CCCCC1)C2=O. Reaction SMILES: [C:1](=[O:2])([O-:3])[O-:4].[Cl:7][c:8]1[c:9](-[n:14]2[c:15](-[c:31]3[cH:32][cH:33][c:34]([OH:37])[cH:35][cH:36]3)[c:16]([CH3:30])[c:17]3[c:22]2[CH2:21][CH2:20][N:19]([N:23]2[CH2:24][CH2:25][CH2:26][CH2:27][CH2:28]2)[C:18]3=[O:29])[cH:10][cH:11][cH:12][cH:13]1.[I:38][CH2:39][CH2:40][CH2:41][C:42]([F:43])([F:44])[F:45].[K+:5].[K+:6].[O:47]=[CH:48][N:49]([CH3:50])[CH3:51].[OH2:46]>>[Cl:7][c:8]1[c:9](-[n:14]2[c:15](-[c:31]3[cH:32][cH:33][c:34]([O:37][CH2:39][CH2:40][CH2:41][C:42]([F:43])([F:44])[F:45])[cH:35][cH:36]3)[c:16]([CH3:30])[c:17]3[c:22]2[CH2:21][CH2:20][N:19]([N:23]2[CH2:24][CH2:25][CH2:26][CH2:27][CH2:28]2)[C:18]3=[O:29])[cH:10][cH:11][cH:12][cH:13]1. Yields the product ClC1=C(C=CC=C1)N=C1NCCN1 (2-(2-chlorophenylimino)imidazolidine). Procedure details: To 2-chloroimidazoline bisulfate (60.0 g, 300 mmoles) in methanol (600 ml) and water (150 ml) is added with stirring 2-chloroaniline (81.1 g, 67 ml, 636 mmoles). The heterogeneous mixture is stirred at ambient temperature overnight. After 20 hours the mixture is poured into ice water, made strongly alkaline with sodium hydroxide and extracted with dichloromethane twice. The organic extracts are washed once with water and once with saturated sodium chloride solution and then extracted with 2 N ac... Reaction conditions: time 8 hour. RXN SMILES: S(=O)(=O)(O)O.Cl[C:7]1[NH:8][CH2:9][CH2:10][N:11]=1.[Cl:12][C:13]1[CH:19]=[CH:18][CH:17]=[CH:16][C:14]=1[NH2:15].[OH-].[Na+]>CO.O>[Cl:12][C:13]1[CH:19]=[CH:18][CH:17]=[CH:16][C:14]=1[N:15]=[C:7]1[NH:8][CH2:9][CH2:10][NH:11]1 |f:0.1,3.4|. The reactants are S(O)(O)(=O)=O.ClC=1NCCN1 (2-chloroimidazoline bisulfate), ClC1=C(N)C=CC=C1 (2-chloroaniline), [OH-].[Na+] (sodium hydroxide), ice water. The yield is 48.0%. Run in CO (methanol), O (water). The reactants are polystyrene isocyanate, CNC (dimethylamine), BrC1=CC=C2C(=CN(C2=C1)CC#N)C(=O)O (6-bromo-1-cyanomethyl-1H-indole-3-carboxylic acid), polystyrene carbodiimide, OC1=CC=CC=2NN=NC21 (HOBT), ClCCl (dichloromethane). Reagents/catalysts: CN(C)C=O (DMF). Run in CN(C)C=O (DMF). Run at time 1 hour. Yields the product CN(C(=O)C1=CN(C2=CC(=CC=C12)Br)CC#N)C (6-Bromo-1-cyanomethyl-1H-indole-3-carboxylic acid dimethylamide). RXN SMILES: [Br:1][C:2]1[CH:10]=[C:9]2[C:5]([C:6]([C:14]([OH:16])=O)=[CH:7][N:8]2[CH2:11][C:12]#[N:13])=[CH:4][CH:3]=1.OC1C2N=NNC=2C=CC=1.ClCCl.[CH3:30][NH:31][CH3:32]>CN(C=O)C>[CH3:30][N:31]([CH3:32])[C:14]([C:6]1[C:5]2[C:9](=[CH:10][C:2]([Br:1])=[CH:3][CH:4]=2)[N:8]([CH2:11][C:12]#[N:13])[CH:7]=1)=[O:16]. Procedure: In a reaction tube was added 26 mg (94 micromol) of 6-bromo-1-cyanomethyl-1H-indole-3-carboxylic acid, 138 mg (approximately 186 micromol of carbodiimide functionality) of polystyrene carbodiimide resin (Argonaut Technologies, Foster City Calif., Product No. 800371), 21.3 mg (158 micromol) of HOBT (hydroxybenzotriazole), 1.5 mL dichloromethane, and 3 drops of DMF. The tube was capped, swirled and allowed to shake on a mechanical shaker for 1 hour at room temperature. The cap was removed, and dim... Starting materials: C(C)(C)(C)C1=CC=C(OC2CN(C2)C(C2=CC=CC=C2)C2=CC=CC=C2)C=C1 (3-(4-tert-Butylphenoxy)-1-(diphenylmethyl)azetidine), C(=O)(Cl)Cl (phosgene), O (water), NC[C@@H](C)O ((R)-1-amino-2-propanol). Solvent: ClCCl (dichloromethane), ClCCl (Dichloromethane). Conditions: temperature 0 celsius, time 1 hour. The product is C(C)(C)(C)C1=CC=C(OC2CN(C2)C(=O)NC[C@@H](C)O)C=C1 ((R)-3-(4-tert-Butylphenoxy)-N-(2-hydroxypropyl)azetidine-1-carboxamide). Isolated yield 60.6%. As a reaction SMILES: [C:1]([C:5]1[CH:28]=[CH:27][C:8]([O:9][CH:10]2[CH2:13][N:12]([CH:14](C3C=CC=CC=3)C3C=CC=CC=3)[CH2:11]2)=[CH:7][CH:6]=1)([CH3:4])([CH3:3])[CH3:2].C(Cl)(Cl)=[O:30].O.[NH2:34][CH2:35][C@H:36]([OH:38])[CH3:37]>ClCCl>[C:1]([C:5]1[CH:6]=[CH:7][C:8]([O:9][CH:10]2[CH2:11][N:12]([C:14]([NH:34][CH2:35][C@H:36]([OH:38])[CH3:37])=[O:30])[CH2:13]2)=[CH:27][CH:28]=1)([CH3:2])([CH3:3])[CH3:4]. Reported procedure: A solution of compound (1) (2.30 g, 6.19 mmol) in dichloromethane (25 mL) was treated with phosgene solution (ca. 20 wt. % in toluene; 3.28 mL, 6.2 mmol) with water cooling. The solution was stirred for 1 h, cooled to 0° C., and (R)-1-amino-2-propanol (1.08 mL, 1.03 g, 13.7 mmol) added dropwise. The solution was stirred for 18 h. Dichloromethane (25 mL) was added, and the solution was washed with 1-M HCl (25 mL), dried (Na2SO4), and concentrated in vacuo. The crude product was purified by chroma... The reactants are [N+](=O)([O-])CCC=O (3-nitro-propionaldehyde), C(CO)O (ethylene glycol), O.C1(=CC=C(C=C1)S(=O)(=O)O)C (p-toluenesulfonic acid monohydrate). The solvent is C1(=CC=CC=C1)C (toluene). Reaction conditions: time 1 hour. Product: [N+](=O)([O-])CCC1OCCO1 (2-(2-Nitro-ethyl)-[1,3]dioxolane). Reaction SMILES: [N+:1]([CH2:4][CH2:5][CH:6]=[O:7])([O-:3])=[O:2].[CH2:8](O)[CH2:9][OH:10].O.C1(C)C=CC(S(O)(=O)=O)=CC=1>C1(C)C=CC=CC=1>[N+:1]([CH2:4][CH2:5][CH:6]1[O:10][CH2:9][CH2:8][O:7]1)([O-:3])=[O:2] |f:2.3|. Reported procedure: In a flask fitted with a Dean-Stark trap and reflux condenser, a solution of 3-nitro-propionaldehyde (138 g, 1.34 mol) in toluene (1 L) was treated with ethylene glycol (83 g, 1.34 mol) and p-toluenesulfonic acid monohydrate (5.0 g, 26 mmol). The mixture was heated at reflux, open to air, for 4 h, and then cooled to rt. A black residue was removed by paper filtration. The filtrate was washed with satd. aq. NaHCO3 (250 mL) and brine (3×100 mL). Charcoal and MgSO4 were added, and the resulting sus... Reactants: lithium enolate, C(C)(=O)N1CCOCC1 (N-acetyl morpholine), O(C1=CC=CC=C1)C=1C(=C(C(=O)OC)C=CC1)O (methyl 3-phenoxy-2-hydroxybenzoate), FC(S(=O)(=O)OS(=O)(=O)C(F)(F)F)(F)F (trifluoromethanesulfonic anhydride). Yields the product N1(CCOCC1)C=1OC2=C(C(C1)=O)C=CC=C2OC2=CC=CC=C2 (2-(4morpholinyl)-8-phenoxy-4H-1-benzopyran-4one). Yield: 27.8%. As a reaction SMILES: [C:1]([N:4]1[CH2:9][CH2:8][O:7][CH2:6][CH2:5]1)(=[O:3])[CH3:2].[O:10]([C:17]1[C:18](O)=[C:19]([CH:24]=[CH:25][CH:26]=1)[C:20](OC)=[O:21])[C:11]1[CH:16]=[CH:15][CH:14]=[CH:13][CH:12]=1.FC(F)(F)S(OS(C(F)(F)F)(=O)=O)(=O)=O>>[N:4]1([C:1]2[O:3][C:18]3[C:17]([O:10][C:11]4[CH:16]=[CH:15][CH:14]=[CH:13][CH:12]=4)=[CH:26][CH:25]=[CH:24][C:19]=3[C:20](=[O:21])[CH:2]=2)[CH2:9][CH2:8][O:7][CH2:6][CH2:5]1. Reported procedure: Condensation of the lithium enolate of N-acetyl morpholine (0.21 g, 1.6 mmol) with methyl 3-phenoxy-2-hydroxybenzoate (0.25 g, 1.0 mmol) followed by cyclodehydration with trifluoromethanesulfonic anhydride (0.60 ml, 3.6 mmol) as described above yielded TGX-134 as an off-white solid (0.090 g).